This data is from the Open Reaction Database (ORD), a public repository of structured organic reaction records. The task is: describe an organic reaction: reactants, conditions, products, and yield The reactants are C(CCC)C=1N(C(=C(N1)Cl)COC)CC1=CC=C(C=C1)[N+](=O)[O-] (2-n-butyl-4-chloro-5-methoxymethyl-1-(4-nitrobenzyl)imidazole). Reagents/catalysts: [Pd] (palladium on charcoal). Solvent: CO (methanol). The product is NC1=CC=C(CN2C(=NC(=C2COC)Cl)CCCC)C=C1 (1-(4-Aminobenzyl)-2-n-butyl-4-chloro-5-(methoxymethyl)imidazole). Isolated yield 90.3%. RXN SMILES: [CH2:1]([C:5]1[N:6]([CH2:14][C:15]2[CH:20]=[CH:19][C:18]([N+:21]([O-])=O)=[CH:17][CH:16]=2)[C:7]([CH2:11][O:12][CH3:13])=[C:8]([Cl:10])[N:9]=1)[CH2:2][CH2:3][CH3:4]>CO.[Pd]>[NH2:21][C:18]1[CH:19]=[CH:20][C:15]([CH2:14][N:6]2[C:7]([CH2:11][O:12][CH3:13])=[C:8]([Cl:10])[N:9]=[C:5]2[CH2:1][CH2:2][CH2:3][CH3:4])=[CH:16][CH:17]=1. Procedure details: To a solution of 2-n-butyl-4-chloro-5-methoxymethyl-1-(4-nitrobenzyl)imidazole (11.22 g) in methanol (100 mL) under N2 was carefully added 1.0 g of 10% palladium on charcoal. Hydrogen gas was then bubbled through the solution for 4 hours. The solution was filtered through Celite® and the solvent removed in vacuo to yield 9.23 g of an amber oil. NMR (200 MHz, CDCl3) δ7.99 (s, 1H); 6.78 (d of d, 4H, J=5,5 Hz); 5.05 (s, 2H); 4.24 (s, 2H); 3.27 (s, 3H); 2.59 (t, 2H, J=7 Hz); 1.62 (t of t, 2H, J=7,7 ... Starting materials: C1(=CC=CC=C1)P(C1=CC=CC=C1)C1=CC=CC=C1 (triphenylphosphine), S(=S)(=O)([O-])[O-].[Na+].[Na+] (sodium thiosulfate), C(C)(C)(C)OC(=O)N1C(C(C1)C)(C(=O)OC(C)(C)C)CC=C(C)C (3-methyl-2-(3-methyl-but-2-enyl)-azetidine-1,2-dicarboxylic acid di-tert-butyl ester), O=[O+][O-] (ozone). The solvent is C(Cl)(Cl)Cl (chloroform), O (water), C(Cl)(Cl)Cl.CO (chloroform methanol). Yields the product C(C)(C)(C)OC(=O)N1C(C(C1)C)(C(=O)OC(C)(C)C)CC=O (3-methyl-2-(2-oxoethyl)azetidine-1,2-dicarboxylic acid di-tert-butyl ester). RXN SMILES: [C:1]([O:5][C:6]([N:8]1[CH2:11][CH:10]([CH3:12])[C:9]1([CH2:20][CH:21]=C(C)C)[C:13]([O:15][C:16]([CH3:19])([CH3:18])[CH3:17])=[O:14])=[O:7])([CH3:4])([CH3:3])[CH3:2].[O:25]=[O+][O-].C1(P(C2C=CC=CC=2)C2C=CC=CC=2)C=CC=CC=1.S([O-])([O-])(=O)=S.[Na+].[Na+]>C(Cl)(Cl)Cl.CO.C(Cl)(Cl)Cl.O>[C:1]([O:5][C:6]([N:8]1[CH2:11][CH:10]([CH3:12])[C:9]1([CH2:20][CH:21]=[O:25])[C:13]([O:15][C:16]([CH3:19])([CH3:18])[CH3:17])=[O:14])=[O:7])([CH3:4])([CH3:3])[CH3:2] |f:3.4.5,6.7|. Procedure details: A solution of an optically-active compound of 3-methyl-2-(3-methyl-but-2-enyl)-azetidine-1,2-dicarboxylic acid di-tert-butyl ester (44.5 g) in chloroform/methanol (310 ml/310 ml) cooled to −70° C. was flowed ozone air for 1 hour. To the reaction mixture was added a solution of triphenylphosphine (44.7 g) in chloroform (45 ml) in small batches, and the mixture was warmed to room temperature. To the mixture were added saturated aqueous sodium thiosulfate solution (200 ml) and water (300 ml), and t... Starting materials: [Br-], CC#N, COC(=O)COc1ccc(SCc2ccc(OCc3ccc(OC)cc3)cc2)cc1C, O=C(O)C(F)(F)F, [K+], O. Product: COc1ccc(COc2ccc(CSc3ccc(OCC(=O)O)c(C)c3)cc2)cc1. As a reaction SMILES: [Br-:39].[C:42](#[N:43])[CH3:44].[CH3:1][O:2][C:3]([CH2:4][O:5][c:6]1[c:7]([CH3:30])[cH:8][c:9]([S:12][CH2:13][c:14]2[cH:15][cH:16][c:17]([O:20][CH2:21][c:22]3[cH:23][cH:24][c:25]([O:28][CH3:29])[cH:26][cH:27]3)[cH:18][cH:19]2)[cH:10][cH:11]1)=[O:31].[F:32][C:33]([F:34])([F:35])[C:36]([OH:37])=[O:38].[K+:40].[OH2:41]>>[O:2]=[C:3]([CH2:4][O:5][c:6]1[c:7]([CH3:30])[cH:8][c:9]([S:12][CH2:13][c:14]2[cH:15][cH:16][c:17]([O:20][CH2:21][c:22]3[cH:23][cH:24][c:25]([O:28][CH3:29])[cH:26][cH:27]3)[cH:18][cH:19]2)[cH:10][cH:11]1)[OH:31]. Reactants: CN(CCC=1NC2=CC=CC=C2C1CC1(C(CCCC1)=O)C1=CC=CC=C1)C (2({2-[2-(dimethylamino)ethyl]indol-3-yl}methyl)-2-phenylcyclohexanone), Cl (hydrogen chloride), CCOCC (ether). Reported procedure: The same procedure was used to methylate 37.5 g (0.1 mol) of 2({2-[2-(dimethylamino)ethyl]indol-3-yl}methyl)-2-phenylcyclohexanone. The residue obtained on evaporation of the ethereal extraction solvent was redissolved in ether and treated with ethereal hydrogen chloride. The crude hydrochloride salt was collected and recrystallized from 750 ml of isopropyl alcohol to give 25.8 g of product, mp 246°-247°dec. RXN SMILES: [CH3:1][N:2]([CH3:28])[CH2:3][CH2:4][C:5]1[NH:6][C:7]2[C:12]([C:13]=1[CH2:14][C:15]1([C:22]3[CH:27]=[CH:26][CH:25]=[CH:24][CH:23]=3)[CH2:20][CH2:19][CH2:18][CH2:17][C:16]1=[O:21])=[CH:11][CH:10]=[CH:9][CH:8]=2.[ClH:29].[CH3:30]COCC>>[ClH:29].[CH3:28][N:2]([CH3:1])[CH2:3][CH2:4][C:5]1[N:6]([CH3:30])[C:7]2[C:12]([C:13]=1[CH2:14][C:15]1([C:22]3[CH:27]=[CH:26][CH:25]=[CH:24][CH:23]=3)[CH2:20][CH2:19][CH2:18][CH2:17][C:16]1=[O:21])=[CH:11][CH:10]=[CH:9][CH:8]=2 |f:3.4|. The product is Cl.CN(CCC=1N(C2=CC=CC=C2C1CC1(C(CCCC1)=O)C1=CC=CC=C1)C)C (2-({2-[2-(Dimethylamino)ethyl]-1-methylindol-3-yl}-methyl)-2-phenylcyclohexanone Hydrochloride). Starting materials: N-ethyl-IV-(dimethylaminopropyl)-carbodiimide hydrochloride, C(C1=CC=CC=C1)OC([C@H]1N(CCC1)C(CCC([C@H](CC1=CC=CC=C1)NC(=O)OC(C)(C)C)=O)=O)=O ((5S)-6-phenyl-5-[(tert-butyloxycarbonyl)-amino]-4-oxo-hexanoyl-L-proline benzyl ester), O.ON1N=NC2=C1C=CC=C2 (1-Hydroxybenzotriazole hydrate), C1(=CC=CC=C1)C[C@@H](C(CCC(=O)O)=O)NC(=O)OC(C)(C)C ((5S)-6-phenyl-5-[(tert-butyloxycarbonyl)-amino]-4-oxo-hexanoic acid), COC([C@@H](N)CC1=CNC2=CC=CC=C12)=O (L-tryptophan methyl ester), CCN(C(C)C)C(C)C (iPr2NEt). Run in CN(C)C=O.C(Cl)Cl (DMF CH2Cl2). Yields the product COC([C@@H](NC(CCC([C@H](CC1=CC=CC=C1)NC(=O)OC(C)(C)C)=O)=O)CC1=CNC2=CC=CC=C12)=O ((5S)-6-phenyl-5-[(tert-butyloxycarbonyl)-amino]-4-oxo-hexanoyl-L-tryptophan methyl ester). Yield: 81.0%. As a reaction SMILES: [CH2:1]([O:8][C:9](=[O:37])[C@@H:10]1[CH2:14][CH2:13][CH2:12][N:11]1[C:15](=[O:36])[CH2:16][CH2:17][C:18](=[O:35])[C@@H:19]([NH:27][C:28]([O:30][C:31]([CH3:34])([CH3:33])[CH3:32])=[O:29])[CH2:20][C:21]1[CH:26]=[CH:25][CH:24]=[CH:23][CH:22]=1)C1C=CC=CC=1.C1(C[C@H](NC(OC(C)(C)C)=O)C(=O)CCC(O)=O)C=CC=CC=1.COC(=O)[C@H](CC1[C:75]2[C:70](=[CH:71][CH:72]=[CH:73][CH:74]=2)[NH:69]C=1)N.O.ON1C2C=CC=CC=2N=N1.CCN(C(C)C)C(C)C>CN(C=O)C.C(Cl)Cl>[CH3:1][O:8][C:9](=[O:37])[C@H:10]([CH2:14][C:13]1[C:75]2[C:70](=[CH:71][CH:72]=[CH:73][CH:74]=2)[NH:69][CH:12]=1)[NH:11][C:15](=[O:36])[CH2:16][CH2:17][C:18](=[O:35])[C@@H:19]([NH:27][C:28]([O:30][C:31]([CH3:32])([CH3:34])[CH3:33])=[O:29])[CH2:20][C:21]1[CH:22]=[CH:23][CH:24]=[CH:25][CH:26]=1 |f:3.4,6.7|. Procedure: The experimental procedure employed for the synthesis of (5S)-6-phenyl-5-[(tert-butyloxycarbonyl)-amino]-4-oxo-hexanoyl-L-proline benzyl ester was followed using the free acid compound 9 (98 mg, 0.3054 mmol, 1.0 eq.), L-tryptophan methyl ester (67 mg, 0.3054 mmol, 1.0 eq.), 1-Hydroxybenzotriazole hydrate (HOBt) (42 mg, 0.3054 mmol, 1.0 eq.), N-ethyl-IV-(dimethylaminopropyl)-carbodiimide hydrochloride (EDC.HCl) (59 mg, 0.3054 mmol, 1.0 eq.), iPr2NEt (0.055 mL, 0.3054 mmol, 1.0 eq.) and dry DMF/CH... The reactants are COc1ccc(N2CCN(c3ccc(N)cc3)CC2)cc1, CC(C)OC(C)C, S=C=S, c1ccncc1. Yields the product COc1ccc(N2CCN(c3ccc(N=C=S)cc3)CC2)cc1. Reaction SMILES: [CH3:4][O:5][c:6]1[cH:7][cH:8][c:9]([N:12]2[CH2:13][CH2:14][N:15]([c:18]3[cH:19][cH:20][c:21]([NH2:24])[cH:22][cH:23]3)[CH2:16][CH2:17]2)[cH:10][cH:11]1.[O:25]([CH:26]([CH3:27])[CH3:28])[CH:29]([CH3:30])[CH3:31].[S:1]=[C:2]=[S:3].[cH:32]1[cH:33][cH:34][n:35][cH:36][cH:37]1>>[C:2](=[S:3])=[N:24][c:21]1[cH:20][cH:19][c:18]([N:15]2[CH2:14][CH2:13][N:12]([c:9]3[cH:8][cH:7][c:6]([O:5][CH3:4])[cH:11][cH:10]3)[CH2:17][CH2:16]2)[cH:23][cH:22]1. Starting materials: CC=1N=C(OC1)C1=CN(C=2N=CN=C(C21)C2=CC(=CC=C2)[N+](=O)[O-])COCC[Si](C)(C)C (4-methyl-2-(4-(3-nitrophenyl)-7-((2-(trimethylsilyl)ethoxy)methyl)-7H-pyrrolo[2,3-d]pyrimidin-5-yl)oxazole). The reagents and catalysts are [OH-].[OH-].[Pd+2] (Pd(OH)2 on carbon). Solvent: CO (methanol). Conditions: time 4 hour. The product is CC=1N=C(OC1)C1=CN(C=2N=CN=C(C21)C=2C=C(N)C=CC2)COCC[Si](C)(C)C (3-(5-(4-methyloxazol-2-yl)-7-((2-(trimethylsilyl)ethoxy)methyl)-7H-pyrrolo[2,3-d]pyrimidin-4-yl)aniline). Reaction SMILES: [CH3:1][C:2]1[N:3]=[C:4]([C:7]2[C:15]3[C:14]([C:16]4[CH:21]=[CH:20][CH:19]=[C:18]([N+:22]([O-])=O)[CH:17]=4)=[N:13][CH:12]=[N:11][C:10]=3[N:9]([CH2:25][O:26][CH2:27][CH2:28][Si:29]([CH3:32])([CH3:31])[CH3:30])[CH:8]=2)[O:5][CH:6]=1>CO.[OH-].[OH-].[Pd+2]>[CH3:1][C:2]1[N:3]=[C:4]([C:7]2[C:15]3[C:14]([C:16]4[CH:17]=[C:18]([CH:19]=[CH:20][CH:21]=4)[NH2:22])=[N:13][CH:12]=[N:11][C:10]=3[N:9]([CH2:25][O:26][CH2:27][CH2:28][Si:29]([CH3:30])([CH3:32])[CH3:31])[CH:8]=2)[O:5][CH:6]=1 |f:2.3.4|. Reported procedure: To a solution of 4-methyl-2-(4-(3-nitrophenyl)-7-((2-(trimethylsilyl)ethoxy)methyl)-7H-pyrrolo[2,3-d]pyrimidin-5-yl)oxazole (0.30 g, 0.66 mmol) in methanol (20 mL), was added Pd(OH)2 on carbon (300 mg, 10 wt. %). The flask was purged with hydrogen and was stirred for 4 hours at room temperature under hydrogen atmosphere (1 atm). The reaction was filtered, and concentrated in vacuo to afford crude 3-(5-(4-methyloxazol-2-yl)-7-((2-(trimethylsilyl)ethoxy)methyl)-7H-pyrrolo[2,3-d]pyrimidin-4-yl)anil... Starting materials: C=CCBr, C1CCOC1, O=C(O)c1cccc(C(=O)NC2CC2)c1, [H-], [Na+]. Yields the product C=CCN(C(=O)c1cccc(C(=O)O)c1)C1CC1. Reaction SMILES: [CH2:18]([CH:19]=[CH2:20])[Br:21].[CH2:22]1[O:23][CH2:24][CH2:25][CH2:26]1.[CH:1]1([NH:4][C:5]([c:6]2[cH:7][c:8]([C:9](=[O:10])[OH:11])[cH:12][cH:13][cH:14]2)=[O:15])[CH2:2][CH2:3]1.[H-:17].[Na+:16]>>[CH:1]1([N:4]([C:5]([c:6]2[cH:7][c:8]([C:9](=[O:10])[OH:11])[cH:12][cH:13][cH:14]2)=[O:15])[CH2:20][CH:19]=[CH2:18])[CH2:2][CH2:3]1.